This data is from the Open Reaction Database (ORD), a public repository of structured organic reaction records. The task is: describe an organic reaction: reactants, conditions, products, and yield Reactants: NC=1C2=CC=CC=C2C(=C2C=CC=CC12)N (9,10-diaminoanthracene), [N+](=O)([O-])C1=CC=C(C=C1)I (p-nitroiodobenzene), C([O-])([O-])=O.[K+].[K+] (potassium carbonate). The reagents and catalysts are [Cu] (copper). Solvent: CN(C=O)C (dimethylformamide). Run at time 4 day. Product: [N+](=O)([O-])C1=CC=C(C=C1)C1=C(C(=C(C2=C(C3=CC=CC=C3C(=C12)N)N)C1=CC=C(C=C1)[N+](=O)[O-])C1=CC=C(C=C1)[N+](=O)[O-])C1=CC=C(C=C1)[N+](=O)[O-] (tetrakis(p-nitrophenyl)-9,10-diaminoanthracene). Isolated yield 86.0%. Reaction SMILES: [NH2:1][C:2]1[C:3]2[C:8]([C:9]([NH2:16])=[C:10]3[C:15]=1[CH:14]=[CH:13][CH:12]=[CH:11]3)=[CH:7][CH:6]=[CH:5][CH:4]=2.[N+:17]([C:20]1[CH:25]=[CH:24][C:23](I)=[CH:22][CH:21]=1)([O-:19])=[O:18].C(=O)([O-])[O-].[K+].[K+]>CN(C)C=O.[Cu]>[N+:17]([C:20]1[CH:25]=[CH:24][C:23]([C:14]2[C:15]3[C:10](=[C:9]([NH2:16])[C:8]4[C:3]([C:2]=3[NH2:1])=[CH:4][CH:5]=[CH:6][CH:7]=4)[C:11]([C:23]3[CH:24]=[CH:25][C:20]([N+:17]([O-:19])=[O:18])=[CH:21][CH:22]=3)=[C:12]([C:23]3[CH:24]=[CH:25][C:20]([N+:17]([O-:19])=[O:18])=[CH:21][CH:22]=3)[C:13]=2[C:23]2[CH:24]=[CH:25][C:20]([N+:17]([O-:19])=[O:18])=[CH:21][CH:22]=2)=[CH:22][CH:21]=1)([O-:19])=[O:18] |f:2.3.4|. Procedure details: In dimethylformamide, 0.05 mol of 9,10-diaminoanthracene, 0.35 mol of p-nitroiodobenzene, 0.14 mol of anhydrous potassium carbonate, and copper powder were added and refluxed with stirring for 4 days. After the reaction was completed, the reaction mixture was filtered, and the filtered product was thoroughly washed with dimethylformamide, water and acetone, followed by drying. Thus, 0.043 mol of brown tetrakis(p-nitrophenyl)-9,10-diaminoanthracene was obtained. Starting materials: CC(=O)O[BH-](OC(C)=O)OC(C)=O, O=C([O-])O, CS(=O)(=O)CCN, CN(C)C=O, CC(=O)O, O=Cc1ccc(-n2cc3ncnc(Nc4ccc(OCc5cccc(F)c5)c(Cl)c4)c3n2)cc1, Cl, [Na+], [Na+]. As a reaction SMILES: [C:43]([O:44][BH-:45]([O:46][C:47](=[O:48])[CH3:49])[O:50][C:51](=[O:52])[CH3:53])(=[O:54])[CH3:55].[C:57](=[O:58])([O-:59])[OH:60].[CH3:36][S:37](=[O:38])(=[O:39])[CH2:40][CH2:41][NH2:42].[CH3:62][N:63]([CH3:64])[CH:65]=[O:66].[CH3:67][C:68](=[O:69])[OH:70].[Cl:1][c:2]1[cH:3][c:4]([NH:17][c:18]2[c:19]3[c:20]([n:21][cH:22][n:23]2)[cH:24][n:25](-[c:27]2[cH:28][cH:29][c:30]([CH:31]=[O:32])[cH:33][cH:34]2)[n:26]3)[cH:5][cH:6][c:7]1[O:8][CH2:9][c:10]1[cH:11][c:12]([F:16])[cH:13][cH:14][cH:15]1.[ClH:35].[Na+:56].[Na+:61]>>[Cl:1][c:2]1[cH:3][c:4]([NH:17][c:18]2[c:19]3[c:20]([n:21][cH:22][n:23]2)[cH:24][n:25](-[c:27]2[cH:28][cH:29][c:30]([CH2:31][NH:42][CH2:41][CH2:40][S:37]([CH3:36])(=[O:38])=[O:39])[cH:33][cH:34]2)[n:26]3)[cH:5][cH:6][c:7]1[O:8][CH2:9][c:10]1[cH:11][c:12]([F:16])[cH:13][cH:14][cH:15]1. Yields the product CS(=O)(=O)CCNCc1ccc(-n2cc3ncnc(Nc4ccc(OCc5cccc(F)c5)c(Cl)c4)c3n2)cc1. Reaction SMILES: Cl[C:2]1[C:3]2[C:10](=[CH:11][C:12]3[NH:13][C:14]([CH3:27])=[C:15]([CH2:18][CH2:19][CH2:20][N:21]4[CH2:26][CH2:25][O:24][CH2:23][CH2:22]4)[C:16]=3[CH3:17])[C:9](=[O:28])[NH:8][C:4]=2[N:5]=[CH:6][N:7]=1.[C:29]([C:31]1[CH:32]=[C:33]([CH:35]=[CH:36][CH:37]=1)[NH2:34])#[CH:30].Cl>>[CH3:17][C:16]1[C:15]([CH2:18][CH2:19][CH2:20][N:21]2[CH2:22][CH2:23][O:24][CH2:25][CH2:26]2)=[C:14]([CH3:27])[NH:13][C:12]=1[CH:11]=[C:10]1[C:3]2[C:2]([NH:34][C:33]3[CH:35]=[CH:36][CH:37]=[C:31]([C:29]#[CH:30])[CH:32]=3)=[N:7][CH:6]=[N:5][C:4]=2[NH:8][C:9]1=[O:28]. Procedure: The title compound (7% yield) was prepared from 4-chloro-5-[3,5-dimethyl-4-(3-morpholin-4-yl-propyl)-1H-pyrrol-2-ylmethylene]-5,7-dihydro-pyrrolo[2,3-d]pyrimidin-6-one and 3-ethynylaniline according to the procedure described for Example 12 without the conversion to HCl salt. MS 483.3 [M++1]. Starting materials: ClC=1C2=C(N=CN1)NC(C2=CC=2NC(=C(C2C)CCCN2CCOCC2)C)=O (4-chloro-5-[3,5-dimethyl-4-(3-morpholin-4-yl-propyl)-1H-pyrrol-2-ylmethylene]-5,7-dihydro-pyrrolo[2,3-d]pyrimidin-6-one), C(#C)C=1C=C(N)C=CC1 (3-ethynylaniline), Cl (HCl). Yield: 7.0%. Product: CC1=C(NC(=C1CCCN1CCOCC1)C)C=C1C(NC=2N=CN=C(C21)NC2=CC(=CC=C2)C#C)=O (5-[3,5-Dimethyl-4-(3-morpholin-4-yl-propyl)-1H-pyrrol-2-ylmethylene]-4-(3-ethynyl-phenylamino)-5,7-dihydro-pyrrolo[2,3-D]pyrimidin-6-one). The reactants are BrCCCCCC(=O)N[C@H]1[C@H](CCCC1)C(=O)N1CC[C@@H]2[C@@H](NC=3C=CC=CC3[C@@H]21)C2=CC=CC=C2 (6-Bromo-N-((1R,2S)-2-{[(3aR,4R,9bR)-4-phenyl-2,3,3a,4,5,9b-hexahydro-1H-pyrrolo[3,2-c]quinolin-1-yl]carbonyl}cyclohexyl)hexaneamide), N1CCOCC1 (morpholine), C([O-])([O-])=O.[K+].[K+] (potassium carbonate), O (Water). Run in C(C)#N (acetonitrile). Product: N1(CCOCC1)CCCCCC(=O)N[C@H]1[C@H](CCCC1)C(=O)N1CC[C@@H]2[C@@H](NC=3C=CC=CC3[C@@H]21)C2=CC=CC=C2 (6-Morpholin-4-yl-N-((1R,2S)-2-{[(3aR,4R,9bR)-4-phenyl-2,3,3a,4,5,9b-hexahydro-1H-pyrrolo[3,2-c]quinolin-1-yl]carbonyl}cyclohexyl)hexanamide). Isolated yield 91.3%. As a reaction SMILES: Br[CH2:2][CH2:3][CH2:4][CH2:5][CH2:6][C:7]([NH:9][C@@H:10]1[CH2:15][CH2:14][CH2:13][CH2:12][C@@H:11]1[C:16]([N:18]1[C@@H:30]2[C@@H:21]([C@H:22]([C:31]3[CH:36]=[CH:35][CH:34]=[CH:33][CH:32]=3)[NH:23][C:24]3[CH:25]=[CH:26][CH:27]=[CH:28][C:29]=32)[CH2:20][CH2:19]1)=[O:17])=[O:8].[NH:37]1[CH2:42][CH2:41][O:40][CH2:39][CH2:38]1.C(=O)([O-])[O-].[K+].[K+].O>C(#N)C>[N:37]1([CH2:2][CH2:3][CH2:4][CH2:5][CH2:6][C:7]([NH:9][C@@H:10]2[CH2:15][CH2:14][CH2:13][CH2:12][C@@H:11]2[C:16]([N:18]2[C@@H:30]3[C@@H:21]([C@H:22]([C:31]4[CH:36]=[CH:35][CH:34]=[CH:33][CH:32]=4)[NH:23][C:24]4[CH:25]=[CH:26][CH:27]=[CH:28][C:29]=43)[CH2:20][CH2:19]2)=[O:17])=[O:8])[CH2:42][CH2:41][O:40][CH2:39][CH2:38]1 |f:2.3.4|. Reported procedure: 6-Bromo-N-((1R,2S)-2-{[(3aR,4R,9bR)-4-phenyl-2,3,3a,4,5,9b-hexahydro-1H-pyrrolo[3,2-c]quinolin-1-yl]carbonyl}cyclohexyl)hexaneamide (166 mg, 0.30 mmol), morpholine (28 μl, 0.331 mmol) and potassium carbonate (207 mg, 1.5 mmol) were heated under reflux for 6 hrs. in acetonitrile (3 ml). Water was added to the reaction mixture and the mixture was extracted with ethyl acetate. The extract was dried over anhydrous Na2SO4. The solvent was evaporated under reduced pressure, and the obtained residue wa... Reactants: C(CCC)OB(OCCCC)C=C (Vinylboronic acid dibutyl ester), Cl (hydrochloric acid), C(C)(C)[Mg]Cl (Isopropylmagnesium chloride), BrC=1C=NC=CC1 (3-bromopyridine). Run in C1CCOC1 (THF), O (Water). Run at time 1 hour. Product: N1=CC(=CC=C1)C=CBO ((3-Pyridyl)vinyl borinic acid). Yield: 78.0%. RXN SMILES: C([Mg]Cl)(C)C.Br[C:7]1[CH:8]=[N:9][CH:10]=[CH:11][CH:12]=1.C([O:17][B:18]([CH:24]=[CH2:25])OCCCC)CCC.Cl>C1COCC1.O>[N:9]1[CH:10]=[CH:11][CH:12]=[C:7]([CH:25]=[CH:24][BH:18][OH:17])[CH:8]=1. Procedure: Isopropylmagnesium chloride (2.0 M in THF) (5.0 mL, 10 mmol) was added to a solution of 3-bromopyridine (1.60 g, 10.0 mmol) in THF (15 mL) under nitrogen atmosphere at room temperature and the mixture was stirred for 1 h. Vinylboronic acid dibutyl ester (3.4 mL) was added to the reaction dropwise and the mixture was stirred at room temperature for 18 h. Water was added and the pH was adjusted to 7 with 1 M hydrochloric acid. The mixture was extracted with ethyl acetate. The organic layer was was...